The task is: describe an organic reaction: reactants, conditions, products, and yield. This data is from the Open Reaction Database (ORD), a public repository of structured organic reaction records. Starting materials: [N+](=O)([O-])C=1C=C(C(O)=CC1)O (4-nitrocatechol), BrCCCCCCCCCCCCCC (1-bromotetradecane), C([O-])([O-])=O.[K+].[K+] (potassium carbonate). Run in CC(=O)C (acetone), CN(C)C=O (DMF). Yields the product C(CCCCCCCCCCCCC)OC=1C=C(C=CC1OCCCCCCCCCCCCCC)[N+](=O)[O-] (3,4-bis(tetradecyloxy) nitrobenzene). The yield is 99.0%. RXN SMILES: [N+:1]([C:4]1[CH:5]=[C:6]([OH:11])[C:7](=[CH:9][CH:10]=1)O)([O-:3])=[O:2].Br[CH2:13][CH2:14][CH2:15][CH2:16][CH2:17][CH2:18][CH2:19][CH2:20][CH2:21][CH2:22][CH2:23][CH2:24][CH2:25][CH3:26].[C:27](=[O:30])([O-])[O-].[K+].[K+]>CC(C)=O.CN(C=O)C>[CH2:13]([O:11][C:6]1[CH:5]=[C:4]([N+:1]([O-:3])=[O:2])[CH:10]=[CH:9][C:7]=1[O:30][CH2:27][CH2:25][CH2:24][CH2:23][CH2:22][CH2:21][CH2:20][CH2:19][CH2:18][CH2:17][CH2:16][CH2:15][CH2:14][CH3:13])[CH2:14][CH2:15][CH2:16][CH2:17][CH2:18][CH2:19][CH2:20][CH2:21][CH2:22][CH2:23][CH2:24][CH2:25][CH3:26] |f:2.3.4|. Reported procedure: A mixture of 1.0 g (6.45 mmol) of 4-nitrocatechol, 4.8 ml (16.1 mmol) of 1-bromotetradecane and 2.5 g (17.4 mmol) of potassium carbonate in 20 ml of acetone and 10 ml of DMF was stirred at reflux under argon for 24 hours. The reaction mixture was filtered while hot and the filtrate was allowed to cool to room temperature and 3.5 g (99% yield, mp 64°-66°) of 3,4-bis(tetradecyloxy) nitrobenzene was obtained by filtration. The structure was confirmed by nmr and mass spectra. Starting materials: C1(=C(C=CC=C1)C(CCC(=O)OC)N)C1=CC=CC=C1 (methyl 4-([1,1′-biphenyl]-2-yl)-4-aminobutanoate), C1(=CC(=CC=C1)C=O)C1=CC=CC=C1 ([1,1′-biphenyl]-3-carbaldehyde). Product: C1(=C(C=CC=C1)C1CCC(N1CC=1C=C(C=CC1)C1=CC=CC=C1)=O)C1=CC=CC=C1 (5-([1,1′-biphenyl]-2-yl)-1-([1,1′-biphenyl]-3-ylmethyl)pyrrolidin-2-one). RXN SMILES: [C:1]1([C:15]2[CH:20]=[CH:19][CH:18]=[CH:17][CH:16]=2)[CH:6]=[CH:5][CH:4]=[CH:3][C:2]=1[CH:7]([NH2:14])[CH2:8][CH2:9][C:10]([O:12]C)=O.[C:21]1([C:29]2[CH:34]=[CH:33][CH:32]=[CH:31][CH:30]=2)[CH:26]=[CH:25][CH:24]=[C:23]([CH:27]=O)[CH:22]=1>>[C:1]1([C:15]2[CH:16]=[CH:17][CH:18]=[CH:19][CH:20]=2)[CH:6]=[CH:5][CH:4]=[CH:3][C:2]=1[CH:7]1[N:14]([CH2:27][C:23]2[CH:22]=[C:21]([C:29]3[CH:34]=[CH:33][CH:32]=[CH:31][CH:30]=3)[CH:26]=[CH:25][CH:24]=2)[C:10](=[O:12])[CH2:9][CH2:8]1. Procedure: Prepared according to the described general procedure 2 (GP2) by reaction of methyl 4-([1,1′-biphenyl]-2-yl)-4-aminobutanoate with commercially available [1,1′-biphenyl]-3-carbaldehyde. Subsequent purification by preparative HPLC afforded the target compound. LC-MS (conditions A): tR=1.01 min.; [M+H]+: 403.91 g/mol. Reactants: C12(CC3CC(CC(C1)C3)C2)C=2C=C(C=CC2OCC(=O)OC)C=2C=C3C=CC(=CC3=CC2)C(=O)OCC2=CC=CC=C2 (Benzyl 6-[3-(1-adamantyl)-4-methoxycarbonylmethyloxyphenyl]-2-naphthoate), [H][H] (hydrogen). The reagents and catalysts are [Pd] (Pd-C). Run in O1CCOCC1.C(C)(=O)O (dioxane acetic acid). Yields the product C12(CC3CC(CC(C1)C3)C2)C=2C=C(C=CC2OCC(=O)OC)C=2C=C3C=CC(=CC3=CC2)C(=O)O (6-[3-(1-Adamantyl)-4-methoxycarbonylmethyloxyphenyl]-2-naphthoic acid). Isolated yield 82.4%. Reaction SMILES: [C:1]12([C:11]3[CH:12]=[C:13]([C:23]4[CH:24]=[C:25]5[C:30](=[CH:31][CH:32]=4)[CH:29]=[C:28]([C:33]([O:35]CC4C=CC=CC=4)=[O:34])[CH:27]=[CH:26]5)[CH:14]=[CH:15][C:16]=3[O:17][CH2:18][C:19]([O:21][CH3:22])=[O:20])[CH2:10][CH:5]3[CH2:6][CH:7]([CH2:9][CH:3]([CH2:4]3)[CH2:2]1)[CH2:8]2.[H][H]>[Pd].O1CCOCC1.C(O)(=O)C>[C:1]12([C:11]3[CH:12]=[C:13]([C:23]4[CH:24]=[C:25]5[C:30](=[CH:31][CH:32]=4)[CH:29]=[C:28]([C:33]([OH:35])=[O:34])[CH:27]=[CH:26]5)[CH:14]=[CH:15][C:16]=3[O:17][CH2:18][C:19]([O:21][CH3:22])=[O:20])[CH2:10][CH:5]3[CH2:4][CH:3]([CH2:9][CH:7]([CH2:6]3)[CH2:8]1)[CH2:2]2 |f:3.4|. Reported procedure: 4.24 g (7.58 mmol) of the diester obtained in Example 4 in solution in the dioxane/acetic acid mixture (99/1) are treated with 800 mg of Pd-C (10%) at a pressure of 7 bar of hydrogen at 40° C. for 6 h. The reaction medium is then filtered on celite, evaporated, washed with water and recrystallized from the acetate/tetrahydrofuran mixture. 2.94 g (82%) of a solid are isolated, which solid melts at 283°-285° C. The reactants are C(CCC)C1=CC=C(C=C1)C#CC1=CC=C(CN(C(CCCCC)=O)CC2=CC=C(C(=O)OC)C=C2)C=C1 (methyl 4-{[{4-[(4-butylphenyl)ethynyl]benzyl}(hexanoyl)amino]methyl}benzoate), [OH-].[Na+] (NaOH). Product: C(CCC)C1=CC=C(C=C1)C#CC1=CC=C(CN(C(CCCCC)=O)CC2=CC=C(C(=O)O)C=C2)C=C1 (4-{[{4-[(4-butylphenyl)ethynyl]benzyl}(hexanoyl)amino]methyl}benzoic acid). RXN SMILES: [CH2:1]([C:5]1[CH:10]=[CH:9][C:8]([C:11]#[C:12][C:13]2[CH:38]=[CH:37][C:16]([CH2:17][N:18]([CH2:26][C:27]3[CH:36]=[CH:35][C:30]([C:31]([O:33]C)=[O:32])=[CH:29][CH:28]=3)[C:19](=[O:25])[CH2:20][CH2:21][CH2:22][CH2:23][CH3:24])=[CH:15][CH:14]=2)=[CH:7][CH:6]=1)[CH2:2][CH2:3][CH3:4].[OH-].[Na+]>>[CH2:1]([C:5]1[CH:6]=[CH:7][C:8]([C:11]#[C:12][C:13]2[CH:38]=[CH:37][C:16]([CH2:17][N:18]([CH2:26][C:27]3[CH:36]=[CH:35][C:30]([C:31]([OH:33])=[O:32])=[CH:29][CH:28]=3)[C:19](=[O:25])[CH2:20][CH2:21][CH2:22][CH2:23][CH3:24])=[CH:15][CH:14]=2)=[CH:9][CH:10]=1)[CH2:2][CH2:3][CH3:4] |f:1.2|. Reported procedure: The titled compound was prepared following the procedure F using methyl 4-{[{4-[(4-butylphenyl)ethynyl]benzyl}(hexanoyl)amino]methyl}benzoate and NaOH 1M as a brown oil (95%). 1HNMR (CDCl3, 300 MHz) δ 8.14-8.01 (m, 2H), 7.56-7.40 (m, 4H), 7.34-7.22 (m, 2H), 7.21-7.07 (m, 4H), 4.69-4.58 (m, 2H), 4.54-4.43 (m, 2H), 2.62 (m, 2H), 2.48-2.33 (m, 2H), 1.80-1.53 (m, 4H), 1.43-1.15 (m, 6H), 0.97-0.78 (m, 6H). M− (ESI): 494.4; M+ (ESI): 496.4. HPLC, Rt: 5.54 min (Purity: 98%). Reactants: CC(C)(C)OC(=O)NCCCONC(=O)c1cn(Cc2cccnc2)c(=O)c(F)c1Nc1ccc(Br)cc1F, CS(C)=O. Yields the product NCCCONC(=O)c1cn(Cc2cccnc2)c(=O)c(F)c1Nc1ccc(Br)cc1F. RXN SMILES: [C:1]([O:2][C:3](=[O:4])[NH:7][CH2:8][CH2:9][CH2:10][O:11][NH:12][C:13](=[O:14])[c:15]1[cH:16][n:17]([CH2:32][c:33]2[cH:34][n:35][cH:36][cH:37][cH:38]2)[c:18](=[O:31])[c:19]([F:30])[c:20]1[NH:21][c:22]1[c:23]([F:29])[cH:24][c:25]([Br:28])[cH:26][cH:27]1)([CH3:5])([CH3:6])[CH3:39].[CH3:40][S:41]([CH3:42])=[O:43]>>[NH2:7][CH2:8][CH2:9][CH2:10][O:11][NH:12][C:13](=[O:14])[c:15]1[cH:16][n:17]([CH2:32][c:33]2[cH:34][n:35][cH:36][cH:37][cH:38]2)[c:18](=[O:31])[c:19]([F:30])[c:20]1[NH:21][c:22]1[c:23]([F:29])[cH:24][c:25]([Br:28])[cH:26][cH:27]1. Reactants: N[C@@H](CCN1CCC(CC1)C=1C=C(C=CC1)NC(C(C)C)=O)C1=CC=CC=C1 (N-(3-{1-[(3S)-3-amino-3-phenylpropyl]-4-piperidinyl}phenyl)-2-methylpropanamide), C1(=CC=CC=C1)C(C(=O)Cl)C1=CC=CC=C1 (diphenylacetyl chloride). Yields the product C1(=CC=CC=C1)C(C(=O)N[C@@H](CCN1CCC(CC1)C=1C=C(C=CC1)NC(C(C)C)=O)C1=CC=CC=C1)C1=CC=CC=C1 (N-[3-(1-{(3S)-3-[(DIPHENYLACETYL)AMINO]-3-PHENYLPROPYL}-4-PIPERIDINYL)PHENYL]-2-METHYLPROPANAMIDE). RXN SMILES: [NH2:1][C@H:2]([C:23]1[CH:28]=[CH:27][CH:26]=[CH:25][CH:24]=1)[CH2:3][CH2:4][N:5]1[CH2:10][CH2:9][CH:8]([C:11]2[CH:12]=[C:13]([NH:17][C:18](=[O:22])[CH:19]([CH3:21])[CH3:20])[CH:14]=[CH:15][CH:16]=2)[CH2:7][CH2:6]1.[C:29]1([CH:35]([C:39]2[CH:44]=[CH:43][CH:42]=[CH:41][CH:40]=2)[C:36](Cl)=[O:37])[CH:34]=[CH:33][CH:32]=[CH:31][CH:30]=1>>[C:39]1([CH:35]([C:29]2[CH:30]=[CH:31][CH:32]=[CH:33][CH:34]=2)[C:36]([NH:1][C@H:2]([C:23]2[CH:24]=[CH:25][CH:26]=[CH:27][CH:28]=2)[CH2:3][CH2:4][N:5]2[CH2:10][CH2:9][CH:8]([C:11]3[CH:12]=[C:13]([NH:17][C:18](=[O:22])[CH:19]([CH3:21])[CH3:20])[CH:14]=[CH:15][CH:16]=3)[CH2:7][CH2:6]2)=[O:37])[CH:40]=[CH:41][CH:42]=[CH:43][CH:44]=1. Procedure: Prepared by Procedure Q1 and Scheme AC using N-(3-{1-[(3S)-3-amino-3-phenylpropyl]-4-piperidinyl}phenyl)-2-methylpropanamide and diphenylacetyl chloride: ESMS m/e: 574.3 (M+H)+.